This data is from the Open Reaction Database (ORD), a public repository of structured organic reaction records. The task is: describe an organic reaction: reactants, conditions, products, and yield The reactants are [N+](#[C-])C(C(=O)OC)C (methyl α-isocyanopropionate), NCC1C(C2C(C(C1)C2)(C)C)C ((+)-3-aminomethylpinane). Reaction conditions: time 15 hour. The product is C12C(C(CC(C1(C)C)C2)CNC(C(C)[N+]#[C-])=O)C (α-Isocyanopropionic acid (+)-3-pinylmethylamide). RXN SMILES: [N+:1]([CH:3]([CH3:8])[C:4](OC)=[O:5])#[C-:2].[NH2:9][CH2:10][CH:11]1[CH2:16][CH:15]2[CH2:17][CH:13]([C:14]2([CH3:19])[CH3:18])[CH:12]1[CH3:20]>>[CH:13]12[CH2:17][CH:15]([C:14]1([CH3:18])[CH3:19])[CH2:16][CH:11]([CH2:10][NH:9][C:4](=[O:5])[CH:3]([N+:1]#[C-:2])[CH3:8])[CH:12]2[CH3:20]. Reported procedure: A mixture of 5.7 g (50 mmoles) of methyl α-isocyanopropionate and 8.3 g (50 mmoles) of (+)-3-aminomethylpinane is stirred for 15 hours at room temperature, initially with slight cooling. After distilling off the resulting methanol in a high vacuum at 80° C., 11.6 g of crystalline α-isocyanopropionic acid (+)-3-pinylmethylamide of melting point 58°-59° C. remain. IR spectrum (KBr): 3,230 (N--H), 2,130 (N≡C), 1,670 cm-1 (C=O). Starting materials: C(C)N(C1=NC(=NN2C1=NC=C2C#N)S(=O)(=O)C)CC2=CC=C(C=C2)OC (4-(ethyl(4-methoxybenzyl)amino)-2-(methylsulfonyl)imidazo[2, 1-f][1,2,4]triazine-7-carbonitrile), CC1(C2=C(C(=CC=C2)P(C3=CC=CC=C3)C4=CC=CC=C4)OC5=C(C=CC=C51)P(C6=CC=CC=C6)C7=CC=CC=C7)C (Xantphos), C(=O)([O-])[O-].[Cs+].[Cs+] (Cs2CO3), C(C)N(C1=NC(=NN2C1=NC=C2C#N)S(=O)(=O)C)CC2=CC=C(C=C2)OC (4-(ethyl(4-methoxybenzyl)amino)-2-(methylsulfonyl)imidazo[2, 1-f][1,2,4]triazine-7-carbonitrile), NC=1C(=C(C=C(C1)C#N)N1C[C@H]([C@@H](CC1)NC(OC)=O)O)F (methyl ((3R,4R)-1-(3-amino-5-cyano-2-fluorophenyl)-3-hydroxypiperidin-4-yl)carbamate). The solvent is O1CCOCC1 (1,4-dioxane). Run at temperature 100 celsius, time 3 hour. Reagents/catalysts: C(C)(=O)[O-].[Pd+2].C(C)(=O)[O-] (Palladium(II)Acetate), C1=CC=C(C=C1)P([C-]2C=CC=C2)C3=CC=CC=C3.C1=CC=C(C=C1)P([C-]2C=CC=C2)C3=CC=CC=C3.[Fe+2] (DPPF). Yields the product C(#N)C=1C=C(C(=C(C1)N1C[C@H]([C@@H](CC1)NC(OC)=O)O)F)NC1=NN2C(C(=N1)N(CC1=CC=C(C=C1)OC)CC)=NC=C2C#N (methyl ((3R,4R)-1-(5-cyano-3-((7-cyano-4-(ethyl(4-methoxybenzyl)amino)imidazo[2,1-f][1,2,4]triazin-2-yl)amino)-2-fluorophenyl)-3-hydroxypiperidin-4-yl)carbamate). As a reaction SMILES: [CH2:1]([N:3]([CH2:19][C:20]1[CH:25]=[CH:24][C:23]([O:26][CH3:27])=[CH:22][CH:21]=1)[C:4]1[C:9]2=[N:10][CH:11]=[C:12]([C:13]#[N:14])[N:8]2[N:7]=[C:6](S(C)(=O)=O)[N:5]=1)[CH3:2].[NH2:28][C:29]1[C:30]([F:49])=[C:31]([N:37]2[CH2:42][CH2:41][C@@H:40]([NH:43][C:44](=[O:47])[O:45][CH3:46])[C@H:39]([OH:48])[CH2:38]2)[CH:32]=[C:33]([C:35]#[N:36])[CH:34]=1.C([O-])([O-])=O.[Cs+].[Cs+].CC1(C)C2C(=C(P(C3C=CC=CC=3)C3C=CC=CC=3)C=CC=2)OC2C(P(C3C=CC=CC=3)C3C=CC=CC=3)=CC=CC1=2>C1C=CC(P(C2C=CC=CC=2)[C-]2C=CC=C2)=CC=1.C1C=CC(P(C2C=CC=CC=2)[C-]2C=CC=C2)=CC=1.[Fe+2].C([O-])(=O)C.[Pd+2].C([O-])(=O)C.O1CCOCC1>[C:35]([C:33]1[CH:34]=[C:29]([NH:28][C:6]2[N:5]=[C:4]([N:3]([CH2:1][CH3:2])[CH2:19][C:20]3[CH:25]=[CH:24][C:23]([O:26][CH3:27])=[CH:22][CH:21]=3)[C:9]3=[N:10][CH:11]=[C:12]([C:13]#[N:14])[N:8]3[N:7]=2)[C:30]([F:49])=[C:31]([N:37]2[CH2:42][CH2:41][C@@H:40]([NH:43][C:44](=[O:47])[O:45][CH3:46])[C@H:39]([OH:48])[CH2:38]2)[CH:32]=1)#[N:36] |f:2.3.4,6.7.8,9.10.11|. Procedure: 2-chloro-4-(ethyl(4-methoxybenzyl)amino)imidazo[2,1-f][1,2,4]triazine-7-carbonitrile (Intermediate 7)(50 mg, 0.146 mmol), methyl ((3R,4R)-1-(3-amino-5-cyano-2-fluorophenyl)-3-hydroxypiperidin-4-yl)carbamate (46 mg, 0.149 mmol), DPPF (5.66 mg, 10.21 μmol), Cs2CO3 (81 mg, 0.248 mmol), Xantphos (8.44 mg, 0.015 mmol), Palladium(II)Acetate (9.82 mg, 0.044 mmol) and 1,4-dioxane (2 ml) were combined in a microwave vial. The vial was evacuated and backfilled with Nitrogen 3×. The reaction stirred at 100... The yield is 66.9%.